Dataset: the Open Reaction Database (ORD), a public repository of structured organic reaction records. Task: describe an organic reaction: reactants, conditions, products, and yield Reactants: N=1C=C2C=C(SC3=CC=CC1N23)CO (5-thia-1,8b-diazaacenaphthylene-4-methanol). The reagents and catalysts are [O-2].[O-2].[Mn+4] (manganese dioxide). Run in CN(C=O)C (N,N-dimethylformamide). Conditions: time 8 hour. Yields the product N=1C=C2C=C(SC3=CC=CC1N23)C=O (5-thia-1,8b-diazaacenaphthylene-4-carbaldehyde). As a reaction SMILES: [N:1]1[CH:2]=[C:3]2[N:12]3[C:7](=[CH:8][CH:9]=[CH:10][C:11]=13)[S:6][C:5]([CH2:13][OH:14])=[CH:4]2>CN(C)C=O.[O-2].[O-2].[Mn+4]>[N:1]1[CH:2]=[C:3]2[N:12]3[C:7](=[CH:8][CH:9]=[CH:10][C:11]=13)[S:6][C:5]([CH:13]=[O:14])=[CH:4]2 |f:2.3.4|. Procedure: To a solution of 2.541 g (12.441 mM) of 5-thia-1,8b-diazaacenaphthylene-4-methanol in 30 ml of N,N-dimethylformamide was added 6 g of activated manganese dioxide (Aldrich), and the mixture was stirred at room temperature overnight. This reaction mixture was filtered and the filter cake was washed with N,N-dimethylformamide. The filtrate and washes were combined and the solvent was distilled off under reduced pressure. The crude 5-thia-1,8b-diazaacenaphthylene-4-carbaldehyde thus obtained was not... Reactants: C(C)(C)(C)OC(=O)N1CCCC2=CC=C(C=C12)[N+](=O)[O-] (7-nitro-3,4-dihydro-2H-quinoline-1-carboxylic acid tert-butyl ester). Reagents/catalysts: [Pd] (Pd—C). The solvent is CO (MeOH). Conditions: time 8 hour. Yields the product NC1=CC=C2CCCN(C2=C1)C(=O)OC(C)(C)C (tert-butyl 7-amino-3,4-dihydroquinoline-1(2H)-carboxylate). RXN SMILES: [C:1]([O:5][C:6]([N:8]1[C:17]2[C:12](=[CH:13][CH:14]=[C:15]([N+:18]([O-])=O)[CH:16]=2)[CH2:11][CH2:10][CH2:9]1)=[O:7])([CH3:4])([CH3:3])[CH3:2]>CO.[Pd]>[NH2:18][C:15]1[CH:16]=[C:17]2[C:12]([CH2:11][CH2:10][CH2:9][N:8]2[C:6]([O:5][C:1]([CH3:4])([CH3:3])[CH3:2])=[O:7])=[CH:13][CH:14]=1. Procedure: A suspension of the crude 7-nitro-3,4-dihydro-2H-quinoline-1-carboxylic acid tert-butyl ester (4.5 g, 16.2 mol) and 10% Pd—C (0.45 g) in MeOH (40 mL) was stirred under H2 (1 atm) at room temperature overnight. After filtration, the filtrate was concentrated and the residue was purified by column chromatography (petroleum ether-EtOAc, 5:1) to give tert-butyl 7-amino-3,4-dihydroquinoline-1(2H)-carboxylate (DC-1) as a brown solid (1.2 g, 22% over 2 steps). 1H NMR (CDCl3) δ 7.15 (d, J=2 Hz, 1H), 6.8...